Dataset: the Open Reaction Database (ORD), a public repository of structured organic reaction records. Task: describe an organic reaction: reactants, conditions, products, and yield Starting materials: C[C@@H](C/C=C/[C@@H](C)O)CCC=C(C)C ((2R,3E,6R)-6,10-dimethyl-3,9-undecadien-2-ol), C(CCC)(=O)[O-] (butyrate), C(C)(=O)OC(C)=O (acetic anhydride), N1=CC=CC=C1 (pyridine), 4-N,N-dimethylaminopyridine. Reaction conditions: time 75 minute. Yields the product C(C)(=O)O[C@H](C)\C=C\C[C@@H](CCC=C(C)C)C ((2R,3E,6R)-6,10-dimethyl-3,9-undecadien-2-ol acetate). The yield is 99.0%. As a reaction SMILES: [CH3:1][C@H:2]([CH2:9][CH2:10][CH:11]=[C:12]([CH3:14])[CH3:13])[CH2:3]/[CH:4]=[CH:5]/[C@H:6]([OH:8])[CH3:7].[C:15]([O-])(=[O:19])[CH2:16]CC.C(OC(=O)C)(=O)C.N1C=CC=CC=1>>[C:15]([O:8][C@@H:6](/[CH:5]=[CH:4]/[CH2:3][C@H:2]([CH3:1])[CH2:9][CH2:10][CH:11]=[C:12]([CH3:14])[CH3:13])[CH3:7])(=[O:19])[CH3:16]. Procedure: A flame-dried 100 mL, three-necked flask with magnetic stirring bar was charged under argon with 2.0 g (10.2 mmol) of (2R,3E,6R)-6,10-dimethyl-3,9-undecadien-2-ol [(2R,6R)/(2S,6R)=90:10 by GC diastereomer analysis of butyrate derivative]. Then, after cooling in an ice-bath, 1.5 g (1.4 mL, 15 mmol) of acetic anhydride, 1.58 g (1.6 mL, 20 mmol) of dry pyridine and 12.3 mg (0.1 mmol) of 4-N,N-dimethylaminopyridine were added, and the reaction was stirred for 75 minutes at ambient temperature. Work-...